From a dataset of the Open Reaction Database (ORD), a public repository of structured organic reaction records. describe an organic reaction: reactants, conditions, products, and yield Starting materials: C(C)(=O)OC(C)=O (acetic anhydride), C1(CCC2=CC=CC=C12)O (indan-1-ol), CN(CCN(C)C)C (N,N,N′,N′-tetramethylethylenediamine), BrC(C(Br)(F)F)(F)F (1,2-dibromotetrafluoroethane), [Li]CCCC (nBuLi), [OH-].[K+] (KOH). The reagents and catalysts are CN(C1=CC=NC=C1)C (4-(dimethylamino)pyridine). Run in C(C)N(CC)CC (triethylamine), CCCCC (pentane), O (water), O (water), O (water), O (water), hexanes. Reaction conditions: temperature -20 celsius, time 12 hour. The product is BrC=1C=CC=C2CCC(C12)O (7-bromoindan-1-ol). Reaction SMILES: [CH:1]1([OH:10])[C:9]2[C:4](=[CH:5][CH:6]=[CH:7][CH:8]=2)[CH2:3][CH2:2]1.CN(C)CCN(C)C.[Li]CCCC.[Br:24]C(F)(F)C(F)(F)Br.C(OC(=O)C)(=O)C.[OH-].[K+]>O.CN(C)C1C=CN=CC=1.C(N(CC)CC)C.CCCCC>[Br:24][C:8]1[CH:7]=[CH:6][CH:5]=[C:4]2[C:9]=1[CH:1]([OH:10])[CH2:2][CH2:3]2 |f:5.6|. Procedure details: To a mixture of 100 g (746 mmol) of indan-1-ol, 250 ml (1.64 mol) of N,N,N′,N′-tetramethylethylenediamine, and 3000 ml of pentane cooled to −20° C. 655 ml (1.64 mol) of 2.5M nBuLi in hexanes was added. After that the reaction mixture was refluxed for 12 h and then cooled to −80° C. Further on, 225 ml (1.87 mol) of 1,2-dibromotetrafluoroethane was added, and the resulting mixture was allowed to warm to room temperature. This mixture was stirred for 12 h, and then 100 ml of water was added. The re...